This data is from the Open Reaction Database (ORD), a public repository of structured organic reaction records. The task is: describe an organic reaction: reactants, conditions, products, and yield Starting materials: CN(C(=O)Cc1ccc(F)cc1)C1CNCC1c1ccc(Cl)c(Cl)c1, O=C(O)c1ccc(N2CCOCC2)nc1. Yields the product CN(C(=O)Cc1ccc(F)cc1)C1CN(C(=O)c2ccc(N3CCOCC3)nc2)CC1c1ccc(Cl)c(Cl)c1. As a reaction SMILES: [Cl:1][c:2]1[cH:3][c:4]([CH:9]2[CH:10]([N:14]([C:15]([CH2:16][c:17]3[cH:18][cH:19][c:20]([F:23])[cH:21][cH:22]3)=[O:24])[CH3:25])[CH2:11][NH:12][CH2:13]2)[cH:5][cH:6][c:7]1[Cl:8].[O:26]1[CH2:27][CH2:28][N:29]([c:32]2[n:33][cH:34][c:35]([C:36](=[O:37])[OH:38])[cH:39][cH:40]2)[CH2:30][CH2:31]1>>[Cl:1][c:2]1[cH:3][c:4]([CH:9]2[CH:10]([N:14]([C:15]([CH2:16][c:17]3[cH:18][cH:19][c:20]([F:23])[cH:21][cH:22]3)=[O:24])[CH3:25])[CH2:11][N:12]([C:36]([c:35]3[cH:34][n:33][c:32]([N:29]4[CH2:28][CH2:27][O:26][CH2:31][CH2:30]4)[cH:40][cH:39]3)=[O:37])[CH2:13]2)[cH:5][cH:6][c:7]1[Cl:8]. The reactants are C(C)(C)(C)P(C(C)(C)C)C(C)(C)C (tri-tert-butylphosphine), C(CCC)[Sn](C1=CC=NC=C1)(CCCC)CCCC (4-(tributylstannyl)pyridine), BrC1=CC(=C(C=C1)C1(CC1)C(=O)N1C[C@]2(CC1)OC(C1=C2C=CC=C1)=O)F ((1R)-1′-{[1-(4-bromo-2-fluorophenyl)cyclopropyl]carbonyl}-3H-spiro[2-benzofuran-1,3′-pyrrolidin]-3-one), 238, O1CCCC1 (tetrahydrofuran). The reagents and catalysts are C=1C=CC(=CC1)/C=C/C(=O)/C=C/C2=CC=CC=C2.C=1C=CC(=CC1)/C=C/C(=O)/C=C/C2=CC=CC=C2.C=1C=CC(=CC1)/C=C/C(=O)/C=C/C2=CC=CC=C2.[Pd].[Pd] (tris(dibenzylideneacetone)dipalladium(0)). Conditions: temperature 120 celsius. Product: FC1=C(C=CC(=C1)C1=CC=NC=C1)C1(CC1)C(=O)N1C[C@]2(CC1)OC(C1=C2C=CC=C1)=O ((1R)-1′-{[1-(2-Fluoro-4-pyridin-4-ylphenyl)cyclopropyl]carbonyl}-3H-spiro[2-benzofuran-1,3′-pyrrolidin]-3-one). RXN SMILES: Br[C:2]1[CH:7]=[CH:6][C:5]([C:8]2([C:11]([N:13]3[CH2:17][CH2:16][C@@:15]4([C:21]5[CH:22]=[CH:23][CH:24]=[CH:25][C:20]=5[C:19](=[O:26])[O:18]4)[CH2:14]3)=[O:12])[CH2:10][CH2:9]2)=[C:4]([F:27])[CH:3]=1.O1CCCC1.C(P(C(C)(C)C)C(C)(C)C)(C)(C)C.C([Sn](CCCC)(CCCC)[C:51]1[CH:56]=[CH:55][N:54]=[CH:53][CH:52]=1)CCC>C1C=CC(/C=C/C(/C=C/C2C=CC=CC=2)=O)=CC=1.C1C=CC(/C=C/C(/C=C/C2C=CC=CC=2)=O)=CC=1.C1C=CC(/C=C/C(/C=C/C2C=CC=CC=2)=O)=CC=1.[Pd].[Pd]>[F:27][C:4]1[CH:3]=[C:2]([C:51]2[CH:56]=[CH:55][N:54]=[CH:53][CH:52]=2)[CH:7]=[CH:6][C:5]=1[C:8]1([C:11]([N:13]2[CH2:17][CH2:16][C@@:15]3([C:21]4[CH:22]=[CH:23][CH:24]=[CH:25][C:20]=4[C:19](=[O:26])[O:18]3)[CH2:14]2)=[O:12])[CH2:10][CH2:9]1 |f:4.5.6.7.8|. Procedure: To a solution of (1R)-1′-{[1-(4-bromo-2-fluorophenyl)cyclopropyl]carbonyl}-3H-spiro[2-benzofuran-1,3′-pyrrolidin]-3-one (30 mg, 0.00007 mol, this compound was prepared by using a method that was analogous to that used for the synthesis of 238) in tetrahydrofuran (0.2 mL, 0.002 mol) were added tris(dibenzylideneacetone)dipalladium(0) (3 mg, 0.000003 mol), tri-tert-butylphosphine (1.7 mg, 0.0000083 mol), 4-(tributylstannyl)pyridine (30.7 mg, 0.0000835 mol), and the mixture was heated to 120° C. un... Reactants: O=C1NC2=CC=C(C=C2NC1=O)C(=O)O (2,3-dioxo-1,2,3,4-tetrahydroquinoxaline-6-carboxylic acid), C(C(=O)Cl)(=O)Cl (oxalyl chloride), CN(C)C=O (DMF). Run in C(Cl)Cl (DCM). Run at time 2 hour. Yields the product O=C1NC2=CC=C(C=C2NC1=O)C(=O)Cl (2,3-dioxo-1,2,3,4-tetrahydroquinoxaline-6-carbonyl chloride). RXN SMILES: [O:1]=[C:2]1[C:11](=[O:12])[NH:10][C:9]2[C:4](=[CH:5][CH:6]=[C:7]([C:13]([OH:15])=O)[CH:8]=2)[NH:3]1.C(Cl)(=O)C([Cl:19])=O.CN(C=O)C>C(Cl)Cl>[O:1]=[C:2]1[C:11](=[O:12])[NH:10][C:9]2[C:4](=[CH:5][CH:6]=[C:7]([C:13]([Cl:19])=[O:15])[CH:8]=2)[NH:3]1. Procedure: To a solution of 2,3-dioxo-1,2,3,4-tetrahydroquinoxaline-6-carboxylic acid (0.300 g, 1.455 mmol) in DCM (3 mL) was added oxalyl chloride (0.387 mL, 4.37 mmol) and a drop of DMF (anhydrous). The resulting mixture was then stirred at room temperature for 2 h, then the mixture was concentrated in vacuo to give 2,3-dioxo-1,2,3,4-tetrahydroquinoxaline-6-carbonyl chloride. A solution of (S)-4-(3-fluoro-4-(trifluoromethoxy)phenyl)-3,4-dihydro-2H-pyrano[3,2-b]pyridin-4-amine hydrochloride (50 mg, 0.137 ... Starting materials: ICC1CC2(CC1)OCCCO2 (2-iodomethyl-6,10-dioxa-spiro[4.5]decane), COC(CC1=CC(=C(C=C1)SC)Cl)=O ((3-chloro-4-methylsulfanyl-phenyl)-acetic acid methyl ester), C(C)(C)NC(C)C (diisopropylamine), solution, C(CCC)[Li] (n-butyllithium), hexanes. Solvent: O1CCCC1 (tetrahydrofuran), CN1C(N(CCC1)C)=O (1,3-dimethyl-3,4,5,6-tetrahydro-2(1H)-pyrimidinone), O1CCCC1 (tetrahydrofuran), CN1C(N(CCC1)C)=O (1,3-dimethyl-3,4,5,6-tetrahydro-2(1H)-pyrimidinone), O1CCCC1 (tetrahydrofuran), CN1C(N(CCC1)C)=O (1,3-dimethyl-3,4,5,6-tetrahydro-2(1H)-pyrimidinone). Run at temperature -78 celsius, time 45 minute. Yields the product ethyl acetate hexanes, COC(C(CC1CC2(CC1)OCCCO2)C2=CC(=C(C=C2)SC)Cl)=O (2-(3-chloro-4-methylsulfanyl-phenyl)-3-(6,10-dioxa-spiro[4.5]dec-2-yl)-propionic acid methyl ester). Isolated yield 56.2%. As a reaction SMILES: C(NC(C)C)(C)C.C([Li])CCC.[CH3:13][O:14][C:15](=[O:26])[CH2:16][C:17]1[CH:22]=[CH:21][C:20]([S:23][CH3:24])=[C:19]([Cl:25])[CH:18]=1.I[CH2:28][CH:29]1[CH2:33][CH2:32][C:31]2([O:38][CH2:37][CH2:36][CH2:35][O:34]2)[CH2:30]1>O1CCCC1.CN1CCCN(C)C1=O>[CH3:13][O:14][C:15](=[O:26])[CH:16]([C:17]1[CH:22]=[CH:21][C:20]([S:23][CH3:24])=[C:19]([Cl:25])[CH:18]=1)[CH2:28][CH:29]1[CH2:33][CH2:32][C:31]2([O:34][CH2:35][CH2:36][CH2:37][O:38]2)[CH2:30]1. Procedure: A solution of diisopropylamine (1.9 mL, 13.64 mmol) in dry tetrahydrofuran (19.5 mL) and 1,3-dimethyl-3,4,5,6-tetrahydro-2(1H)-pyrimidinone (6.5 mL) cooled to −78° C. under nitrogen was treated with a 2.5M solution of n-butyllithium in hexanes (5.5 mL, 13.64 mmol). The reaction mixture was stirred at −78° C. for 45 min and then treated dropwise with a solution of (3-chloro-4-methylsulfanyl-phenyl)-acetic acid methyl ester (prepared as in Example 4, 2.42 g, 10.49 mmol) in dry tetrahydrofuran (19.... Starting materials: NC1=CC=CC=2N(C=NC21)C2=CC=C(C#N)C=C2 (4-(4-amino-1H-benzimidazol-1-yl)benzonitrile), C(C)(=O)O[BH-](OC(C)=O)OC(C)=O.[Na+] (sodium triacetoxy borohydride), C(C(C)C)=O (isobutyraldehyde), C(C)(=O)O (acetic acid). Solvent: ClCCl (dichloromethane). Run at time 2 hour. Product: CC(CNC1=CC=CC=2N(C=NC21)C2=CC=C(C#N)C=C2)C (4-{4-[(2-methylpropyl)amino]-1H-benzimidazol-1-yl}benzonitrile). The yield is 62.3%. RXN SMILES: [NH2:1][C:2]1[C:10]2[N:9]=[CH:8][N:7]([C:11]3[CH:18]=[CH:17][C:14]([C:15]#[N:16])=[CH:13][CH:12]=3)[C:6]=2[CH:5]=[CH:4][CH:3]=1.C(O[BH-](OC(=O)C)OC(=O)C)(=O)C.[Na+].[CH:33](=O)[CH:34]([CH3:36])[CH3:35].C(O)(=O)C>ClCCl>[CH3:33][CH:34]([CH3:36])[CH2:35][NH:1][C:2]1[C:10]2[N:9]=[CH:8][N:7]([C:11]3[CH:18]=[CH:17][C:14]([C:15]#[N:16])=[CH:13][CH:12]=3)[C:6]=2[CH:5]=[CH:4][CH:3]=1 |f:1.2|. Procedure: To a stirred solution of 4-(4-amino-1H-benzimidazol-1-yl)benzonitrile (246 mg, 1.05 mmol) in dichloromethane (10 mL) at rt was added sodium triacetoxy borohydride (311 mg, 1.47 mmol, 1.4 eq), isobutyraldehyde (91 mg, 1.26 mmol, 1.2 eq) and acetic acid (63 m g, 1.05 mmol, 1 eq) and the mixture was stirred for 2 h. The mixture was poured on water and extracted with DCM. After evaporation of the organic phase, purification of the residue by flash chromatography yielded 190 mg 4-{4-[(2-methylpropyl)... Reactants: O=C1CCC(=O)N1Br, CC(=O)O, COCc1cccc(CNC(=O)c2cc(-c3ccc(C)o3)nc(N)n2)n1. The product is COCc1cccc(CNC(=O)c2nc(N)nc(-c3ccc(C)o3)c2Br)n1. Reaction SMILES: [Br:27][N:28]1[C:29](=[O:30])[CH2:31][CH2:32][C:33]1=[O:34].[CH3:35][C:36](=[O:37])[OH:38].[NH2:1][c:2]1[n:3][c:4](-[c:21]2[o:22][c:23]([CH3:26])[cH:24][cH:25]2)[cH:5][c:6]([C:8](=[O:9])[NH:10][CH2:11][c:12]2[n:13][c:14]([CH2:18][O:19][CH3:20])[cH:15][cH:16][cH:17]2)[n:7]1>>[NH2:1][c:2]1[n:3][c:4](-[c:21]2[o:22][c:23]([CH3:26])[cH:24][cH:25]2)[c:5]([Br:27])[c:6]([C:8](=[O:9])[NH:10][CH2:11][c:12]2[n:13][c:14]([CH2:18][O:19][CH3:20])[cH:15][cH:16][cH:17]2)[n:7]1. Starting materials: COC(C1=CC(=CC=C1)C1(CC1)NC(=O)C=1C2=C(C=NC1)N(N=C2)C2=CC=C(C=C2)F)=O (3-(1-{[1-(4-fluoro-phenyl)-1H-pyrazolo[3,4-c]pyridine-4-carbonyl]-amino}-cyclopropyl)-benzoic acid methyl ester), solution, CN (methylamine), CO (methanol). Conditions: temperature 90 celsius, time 18 hour. The product is CNC(=O)C=1C=C(C=CC1)C1(CC1)NC(=O)C=1C2=C(C=NC1)N(N=C2)C2=CC=C(C=C2)F (1-(4-fluoro-phenyl)-1H-pyrazolo[3,4-c]pyridine-4-carboxylic acid [1-(3-methylcarbamoyl-phenyl)-cyclopropyl]-amide). Reaction SMILES: CO[C:3](=[O:32])[C:4]1[CH:9]=[CH:8][CH:7]=[C:6]([C:10]2([NH:13][C:14]([C:16]3[C:17]4[CH:24]=[N:23][N:22]([C:25]5[CH:30]=[CH:29][C:28]([F:31])=[CH:27][CH:26]=5)[C:18]=4[CH:19]=[N:20][CH:21]=3)=[O:15])[CH2:12][CH2:11]2)[CH:5]=1.[CH3:33][NH2:34].CO>>[CH3:33][NH:34][C:3]([C:4]1[CH:5]=[C:6]([C:10]2([NH:13][C:14]([C:16]3[C:17]4[CH:24]=[N:23][N:22]([C:25]5[CH:26]=[CH:27][C:28]([F:31])=[CH:29][CH:30]=5)[C:18]=4[CH:19]=[N:20][CH:21]=3)=[O:15])[CH2:11][CH2:12]2)[CH:7]=[CH:8][CH:9]=1)=[O:32]. Procedure: A mixture of 3-(1-{[1-(4-fluoro-phenyl)-1H-pyrazolo[3,4-c]pyridine-4-carbonyl]-amino}-cyclopropyl)-benzoic acid methyl ester (70.0 mg, 0.163 mmol) in a 2M solution of methylamine in methanol (3.0 mL, 6.0 mmol) is stirred at 90° C. in a sealed pressure tube. After 18 hours, the reaction vessel is cooled to room temperature, vented and opened. The reaction mixture is concentrated in vacuo. The residue is purified by silica gel chromatography eluting with a gradient of 0-8% methanol in methylene ch... Starting materials: C(C1=CC=CC=C1)OC1=C(C=C(C(=O)N2CCN(CC2)CC(C)C)C=C1)CC(C)C (1-(4-benzyloxy-3-isobutylbenzoyl)-4-isobutylpiperazine), [H][H] (hydrogen). Reagents/catalysts: [Pd] (palladium charcoal). Solvent: C(C)O (ethanol). The product is OC1=C(C=C(C(=O)N2CCN(CC2)CC(C)C)C=C1)CC(C)C (1-(4-hydroxy-3-isobutylbenzoyl)-4-isobutylpiperazine). The yield is 89.5%. Reaction SMILES: C([O:8][C:9]1[CH:26]=[CH:25][C:12]([C:13]([N:15]2[CH2:20][CH2:19][N:18]([CH2:21][CH:22]([CH3:24])[CH3:23])[CH2:17][CH2:16]2)=[O:14])=[CH:11][C:10]=1[CH2:27][CH:28]([CH3:30])[CH3:29])C1C=CC=CC=1.[H][H]>C(O)C.[Pd]>[OH:8][C:9]1[CH:26]=[CH:25][C:12]([C:13]([N:15]2[CH2:16][CH2:17][N:18]([CH2:21][CH:22]([CH3:24])[CH3:23])[CH2:19][CH2:20]2)=[O:14])=[CH:11][C:10]=1[CH2:27][CH:28]([CH3:30])[CH3:29]. Procedure: 1-(4-benzyloxy-3-isobutylbenzoyl)-4-isobutylpiperazine (6.78 g) was dissolved in ethanol (250 ml) and then, with 10% palladium charcoal (0.14 g) added thereto, the mixture was stirred at room temperature for 24 hours in a hydrogen gas atmosphere. After the reaction mixture was filtered under a suction, the filtrate was concentrated under a vacuum, thereby yielding 4.73 g of 1-(4-hydroxy-3-isobutylbenzoyl)-4-isobutylpiperazine. In acetone (50 ml), this compound (0.96 g), 2-fluorobenzyl bromide (0...